describe an organic reaction: reactants, conditions, products, and yield From a dataset of the Open Reaction Database (ORD), a public repository of structured organic reaction records. The reactants are Cc1cnc(N2CCN(C(=O)c3ccc(Br)cc3C)CC2)c(C)c1, CC1COC(=O)N1. The product is Cc1cnc(N2CCN(C(=O)c3ccc(N4C(=O)OCC4C)cc3C)CC2)c(C)c1. RXN SMILES: [Br:1][c:2]1[cH:3][c:4]([CH3:24])[c:5]([C:8](=[O:9])[N:10]2[CH2:11][CH2:12][N:13]([c:16]3[n:17][cH:18][c:19]([CH3:23])[cH:20][c:21]3[CH3:22])[CH2:14][CH2:15]2)[cH:6][cH:7]1.[CH3:25][CH:26]1[NH:27][C:28](=[O:31])[O:29][CH2:30]1>>[c:2]1([N:27]2[CH:26]([CH3:25])[CH2:30][O:29][C:28]2=[O:31])[cH:3][c:4]([CH3:24])[c:5]([C:8](=[O:9])[N:10]2[CH2:11][CH2:12][N:13]([c:16]3[n:17][cH:18][c:19]([CH3:23])[cH:20][c:21]3[CH3:22])[CH2:14][CH2:15]2)[cH:6][cH:7]1. Reactants: O=Cc1ccc(F)cc1, [H-], Nc1ncnc2[nH]nc(I)c12, [Na+], CN(C)C=O. Yields the product Nc1ncnc2c1c(I)nn2-c1ccc(C=O)cc1. As a reaction SMILES: [F:14][c:15]1[cH:16][cH:17][c:18]([CH:19]=[O:20])[cH:21][cH:22]1.[H-:12].[I:1][c:2]1[n:3][nH:4][c:5]2[n:6][cH:7][n:8][c:9]([NH2:11])[c:10]12.[Na+:13].[O:23]=[CH:24][N:25]([CH3:26])[CH3:27]>>[I:1][c:2]1[n:3][n:4](-[c:15]2[cH:16][cH:17][c:18]([CH:19]=[O:20])[cH:21][cH:22]2)[c:5]2[n:6][cH:7][n:8][c:9]([NH2:11])[c:10]12. Reactants: O (water), ClC1=CC=C(C=O)C=C1 (4-chlorobenzaldehyde), C(=O)=O.CC(=O)C (dry ice acetone). Run in O1CCCC1 (tetrahydrofuran). Conditions: time 10 minute. The product is ClC1=CC=C(C=C1)C(O)C1=CC=C(C=C1)COC ((4-chlorophenyl)[4-(methoxymethyl)phenyl]methanol). Yield: 68.0%. Reaction SMILES: [Cl:1][C:2]1[CH:9]=[CH:8][C:5]([CH:6]=[O:7])=[CH:4][CH:3]=1.O.[C:11](=[O:13])=O.[CH3:14][C:15]([CH3:17])=O>O1CCCC1>[Cl:1][C:2]1[CH:9]=[CH:8][C:5]([CH:6]([C:15]2[CH:17]=[CH:6][C:5]([CH2:8][O:13][CH3:11])=[CH:4][CH:14]=2)[OH:7])=[CH:4][CH:3]=1 |f:2.3|. Reported procedure: To a solution of the compound obtained in the above step (2) (515 mg) in tetrahydrofaran (4 mL) was added dropwise 1.59M butyl lithium-hexane solution (1.61 mL) under nitrogen gas atmosphere and cooling in dry ice/acetone bath and the mixture was stirred for 10 minutes. Thereto was added a solution of 4-chlorobenzaldehyde (360 mg) in tetrahydrofuran (1 mL) and the mixture was stirred at room temperature overnight. To the reaction mixture was added water and the mixture was extracted with ethyl a...